This data is from the Open Reaction Database (ORD), a public repository of structured organic reaction records. The task is: describe an organic reaction: reactants, conditions, products, and yield Starting materials: COC(=O)C=1N(N=C(C1)OCC=1C(=NOC1C)C1=CC=C(C=C1)F)C (5-[3-(4-fluoro-phenyl)-5-methyl-isoxazol-4-ylmethoxy]-2-methyl-2H-pyrazole-3-carboxylic acid methyl ester), NN1CCOCC1 (4-aminomorpholine). Yields the product N1(CCOCC1)NC(=O)C=1N(N=C(C1)OCC=1C(=NOC1C)C1=CC=C(C=C1)F)C (5-[3-(4-Fluoro-phenyl)-5-methyl-isoxazol-4-ylmethoxy]-2-methyl-2H-pyrazole-3-carboxylic acid morpholin-4-ylamide). Isolated yield 87.0%. Reaction SMILES: CO[C:3]([C:5]1[N:6]([CH3:25])[N:7]=[C:8]([O:10][CH2:11][C:12]2[C:13]([C:18]3[CH:23]=[CH:22][C:21]([F:24])=[CH:20][CH:19]=3)=[N:14][O:15][C:16]=2[CH3:17])[CH:9]=1)=[O:4].[NH2:26][N:27]1[CH2:32][CH2:31][O:30][CH2:29][CH2:28]1>>[N:27]1([NH:26][C:3]([C:5]2[N:6]([CH3:25])[N:7]=[C:8]([O:10][CH2:11][C:12]3[C:13]([C:18]4[CH:19]=[CH:20][C:21]([F:24])=[CH:22][CH:23]=4)=[N:14][O:15][C:16]=3[CH3:17])[CH:9]=2)=[O:4])[CH2:32][CH2:31][O:30][CH2:29][CH2:28]1. Reported procedure: As described for example 48c, 5-[3-(4-fluoro-phenyl)-5-methyl-isoxazol-4-ylmethoxy]-2-methyl-2H-pyrazole-3-carboxylic acid methyl ester (100 mg, 0.29 mmol) was converted, using 4-aminomorpholine instead of N,N-dimethylhydrazine, to the title compound (104 mg, 87%) which was obtained as a colorless oil. MS: m/e=416.2 [M+H]+. Reactants: [BH4-], CCO, CS(=O)CCOc1cccc(C=O)c1, [Na+]. Product: CS(=O)CCOc1cccc(CO)c1. RXN SMILES: [BH4-:15].[CH3:17][CH2:18][OH:19].[CH3:1][S:2](=[O:3])[CH2:4][CH2:5][O:6][c:7]1[cH:8][c:9]([CH:10]=[O:11])[cH:12][cH:13][cH:14]1.[Na+:16]>>[CH3:1][S:2](=[O:3])[CH2:4][CH2:5][O:6][c:7]1[cH:8][c:9]([CH2:10][OH:11])[cH:12][cH:13][cH:14]1.